Dataset: the Open Reaction Database (ORD), a public repository of structured organic reaction records. Task: describe an organic reaction: reactants, conditions, products, and yield Product: CCc1nc(C)cn1S(=O)(=O)c1c[nH]cn1. Starting materials: CCc1nc(C)c[nH]1, C1CCOC1, O=S(=O)(Cl)c1c[nH]cn1. RXN SMILES: [CH2:10]([CH3:11])[c:12]1[nH:13][cH:14][c:15]([CH3:17])[n:16]1.[CH2:18]1[O:19][CH2:20][CH2:21][CH2:22]1.[nH:1]1[cH:2][n:3][c:4]([S:6](=[O:7])(=[O:8])[Cl:9])[cH:5]1>>[nH:1]1[cH:2][n:3][c:4]([S:6](=[O:7])(=[O:8])[n:13]2[c:12]([CH2:10][CH3:11])[n:16][c:15]([CH3:17])[cH:14]2)[cH:5]1. Reactants: C(C)OCCN(CC)C1=CC=C(C=C1)C=1C=CC2=C(C=C(CCN2C=O)C(=O)O)C1 (7-[4-[N-(2-ethoxyethyl)-N-ethylamino]phenyl]-1-formyl-2,3-dihydro-1H-1-benzazepine-4-carboxylic acid), CN(C)C=O (DMF), S(=O)(Cl)Cl (thionyl chloride). Product: C(C)OCCN(CC)C1=CC=C(C=C1)C=1C=CC2=C(C=C(CCN2C=O)C(=O)NC2=CC=C(C=C2)CN(C2CCOCC2)C)C1 (7-[4-[N-(2-ethoxyethyl)-N-ethylamino]phenyl]-1-formyl-N-[4-[[N-methyl-N-(tetrahydro-2H-pyran-4-yl)amino]methyl]phenyl]-2,3-dihydro-1H-1-benzazepine-4-carboxamide). RXN SMILES: [CH2:1]([O:3][CH2:4][CH2:5][N:6]([C:9]1[CH:14]=[CH:13][C:12]([C:15]2[CH:16]=[CH:17][C:18]3[N:24]([CH:25]=[O:26])[CH2:23][CH2:22][C:21]([C:27](O)=[O:28])=[CH:20][C:19]=3[CH:30]=2)=[CH:11][CH:10]=1)[CH2:7][CH3:8])[CH3:2].S(Cl)(Cl)=O.[CH3:35][N:36]([CH:38]=O)[CH3:37]>>[CH2:1]([O:3][CH2:4][CH2:5][N:6]([C:9]1[CH:10]=[CH:11][C:12]([C:15]2[CH:30]=[CH:19][C:18]3[N:24]([CH:25]=[O:26])[CH2:23][CH2:22][C:21]([C:27]([NH:6][C:9]4[CH:14]=[CH:13][C:12]([CH2:38][N:36]([CH3:35])[CH:37]5[CH2:5][CH2:4][O:3][CH2:1][CH2:2]5)=[CH:11][CH:10]=4)=[O:28])=[CH:20][C:17]=3[CH:16]=2)=[CH:13][CH:14]=1)[CH2:7][CH3:8])[CH3:2]. Procedure details: In DMF (5 ml) was dissolved 7-[4-[N-(2-ethoxyethyl)-N-ethylamino]phenyl]-1-formyl-2,3-dihydro-1H-1-benzazepine-4-carboxylic acid (0.2 g). To the solution was added, under ice-cooling, thionyl chloride (0.09 ml), and the mixture was stirred at room temperature for 30 minutes. Under reduced pressure, the solvent was evaporated, and the residue was dissolved in THF (25 ml). The solution was added dropwise a solution of 4-[N-methyl-N-(tetrahydro-2H-pyran-4-yl)aminomethyl]aniline (0.20 g) and triethy...